Dataset: the Open Reaction Database (ORD), a public repository of structured organic reaction records. Task: describe an organic reaction: reactants, conditions, products, and yield Reactants: BrCC(=O)C1=CC(=C(C=C1C)NC(C)=O)C (N-[4-(2-bromo-acetyl)-2,5-dimethyl-phenyl]-acetamide), ice, C(C)[SiH](CC)CC (Triethylsilane). Run in FC(C(=O)O)(F)F (trifluoroacetic acid). Reaction conditions: time 1 day. The product is BrCCC1=CC(=C(C=C1C)NC(C)=O)C (N-[4-(2-Bromo-ethyl)-2,5-dimethyl-phenyl]-acetamide). Reaction SMILES: C([SiH](CC)CC)C.[Br:8][CH2:9][C:10]([C:12]1[C:17]([CH3:18])=[CH:16][C:15]([NH:19][C:20](=[O:22])[CH3:21])=[C:14]([CH3:23])[CH:13]=1)=O>FC(F)(F)C(O)=O>[Br:8][CH2:9][CH2:10][C:12]1[C:17]([CH3:18])=[CH:16][C:15]([NH:19][C:20](=[O:22])[CH3:21])=[C:14]([CH3:23])[CH:13]=1. Procedure: Triethylsilane 60 mL (375 mmol) was added to trifluoroacetic acid 360 mL and stirred until a homogenous mixture was obtained (15 minutes). This mixture was then added to solid N-[4-(2-bromo-acetyl)-2,5-dimethyl-phenyl]-acetamide 28.88 g (101.64 mmol) in an ice-cooled flask. The flask was capped with a Dryerite-filled tube (as a gas outlet) and the mixture was stirred on ice bath for 1 hour, then at room temperature for 1 day. The reaction mixture was evaporated and the obtained thick residue was... Starting materials: O=C1CCC(=O)N1Br, CC#N, c1ccc2c(c1)CCO2. Product: Brc1ccc2c(c1)CCO2. RXN SMILES: [Br:10][N:11]1[C:12](=[O:13])[CH2:14][CH2:15][C:16]1=[O:17].[CH3:18][C:19]#[N:20].[O:1]1[CH2:2][CH2:3][c:4]2[c:5]1[cH:6][cH:7][cH:8][cH:9]2>>[O:1]1[CH2:2][CH2:3][c:4]2[c:5]1[cH:6][cH:7][c:8]([Br:10])[cH:9]2. Reactants: CC(C)(C)OC(=O)N1CC(OCOCc2ccccc2)CCC1C=O, CCCC[N+](CCCC)(CCCC)CCCC, [F-], O=[N+]([O-])CCc1cc(F)cc(F)c1, C1CCOC1. Product: CC(C)(C)OC(=O)N1CC(OCOCc2ccccc2)CCC1C(O)C(Cc1cc(F)cc(F)c1)[N+](=O)[O-]. Reaction SMILES: [C:19]([CH3:20])([CH3:21])([CH3:22])[O:23][C:24](=[O:25])[N:26]1[CH:27]([CH:42]=[O:43])[CH2:28][CH2:29][CH:30]([O:32][CH2:33][O:34][CH2:35][c:36]2[cH:37][cH:38][cH:39][cH:40][cH:41]2)[CH2:31]1.[CH3:2][CH2:3][CH2:4][CH2:5][N+:6]([CH2:7][CH2:8][CH2:9][CH3:10])([CH2:11][CH2:12][CH2:13][CH3:14])[CH2:15][CH2:16][CH2:17][CH3:18].[F-:1].[F:44][c:45]1[cH:46][c:47]([F:56])[cH:48][c:49]([CH2:51][CH2:52][N+:53](=[O:54])[O-:55])[cH:50]1.[O:57]1[CH2:58][CH2:59][CH2:60][CH2:61]1>>[C:19]([CH3:20])([CH3:21])([CH3:22])[O:23][C:24](=[O:25])[N:26]1[CH:27]([CH:42]([OH:43])[CH:52]([CH2:51][c:49]2[cH:48][c:47]([F:56])[cH:46][c:45]([F:44])[cH:50]2)[N+:53](=[O:54])[O-:55])[CH2:28][CH2:29][CH:30]([O:32][CH2:33][O:34][CH2:35][c:36]2[cH:37][cH:38][cH:39][cH:40][cH:41]2)[CH2:31]1. Reactants: F[B-](F)(F)F, CCCC[n+]1ccn(C)c1, CC#N, CCOC(C)=O, [F-], O=C1OC(Cn2cc(CBr)nn2)CN1c1ccc(I)c(F)c1, [K+], O. Yields the product O=C1OC(Cn2cc(CF)nn2)CN1c1ccc(I)c(F)c1. As a reaction SMILES: [B-:25]([F:26])([F:27])([F:28])[F:29].[CH2:30]([n+:31]1[cH:32][cH:33][n:34]([CH3:35])[cH:36]1)[CH2:37][CH2:38][CH3:39].[CH3:40][C:41]#[N:42].[CH3:44][CH2:45][O:46][C:47](=[O:48])[CH3:49].[F-:23].[F:1][c:2]1[cH:3][c:4]([N:9]2[C:10](=[O:22])[O:11][CH:12]([CH2:14][n:15]3[n:16][n:17][c:18]([CH2:20][Br:21])[cH:19]3)[CH2:13]2)[cH:5][cH:6][c:7]1[I:8].[K+:24].[OH2:43]>>[F:1][c:2]1[cH:3][c:4]([N:9]2[C:10](=[O:22])[O:11][CH:12]([CH2:14][n:15]3[n:16][n:17][c:18]([CH2:20][F:26])[cH:19]3)[CH2:13]2)[cH:5][cH:6][c:7]1[I:8]. Reactants: CCO, COC(=O)c1sccc1OC(F)F, [Na+], [OH-], O. Yields the product O=C(O)c1sccc1OC(F)F. RXN SMILES: [CH3:14][CH2:15][OH:16].[F:1][CH:2]([O:3][c:4]1[c:5]([C:9](=[O:10])[O:11][CH3:12])[s:6][cH:7][cH:8]1)[F:13].[Na+:18].[OH-:17].[OH2:19]>>[F:1][CH:2]([O:3][c:4]1[c:5]([C:9](=[O:10])[OH:11])[s:6][cH:7][cH:8]1)[F:13]. Reactants: ClC=1C(=C(C=CC1)CNC=1N=C(SC1C(=O)N)N1CCOCC1)C (4-{[(3-chloro-2-methylphenyl)methyl]amino}-2-(4-morpholinyl)-1,3-thiazole-5-carboxamide), C(C)(=O)OCC(=O)Cl (acetoxyacetyl chloride). The solvent is O1CCCC1 (Tetrahydrofuran). Reaction conditions: temperature 50 celsius, time 3 hour. Yields the product C(C)(=O)OCC1=NC(C2=C(N1CC1=C(C(=CC=C1)Cl)C)N=C(S2)N2CCOCC2)=O ([4-[(3-chloro-2-methylphenyl)methyl]-2-(4-morpholinyl)-7-oxo-4,7-dihydro[1,3]thiazolo[4,5-d]pyrimidin-5-yl]methyl acetate). Reaction SMILES: [Cl:1][C:2]1[C:3]([CH3:24])=[C:4]([CH2:8][NH:9][C:10]2[N:11]=[C:12]([N:18]3[CH2:23][CH2:22][O:21][CH2:20][CH2:19]3)[S:13][C:14]=2[C:15]([NH2:17])=[O:16])[CH:5]=[CH:6][CH:7]=1.[C:25]([O:28][CH2:29][C:30](Cl)=O)(=[O:27])[CH3:26]>O1CCCC1>[C:25]([O:28][CH2:29][C:30]1[N:9]([CH2:8][C:4]2[CH:5]=[CH:6][CH:7]=[C:2]([Cl:1])[C:3]=2[CH3:24])[C:10]2[N:11]=[C:12]([N:18]3[CH2:19][CH2:20][O:21][CH2:22][CH2:23]3)[S:13][C:14]=2[C:15](=[O:16])[N:17]=1)(=[O:27])[CH3:26]. Procedure: To a solution of 4-{[(3-chloro-2-methylphenyl)methyl]amino}-2-(4-morpholinyl)-1,3-thiazole-5-carboxamide (200 mg, 0.545 mmol) in Tetrahydrofuran (THF) (2726 μl) at 0° C. was added acetoxyacetyl chloride (117 μl, 1.090 mmol). The mixture was stirred at 50° C. for 3 h, then quenched with methanol and concentrated. The residue was subjected to silica gel chromatography (0-5% methanol/dichloromethane) followed by reversed-phase HPLC purification to provide [4-[(3-chloro-2-methylphenyl)methyl]-2-(4-m... Starting materials: anhydride, C(OCC(C)C)(=O)Cl (isobutyl chlorocarbonate), suspension, N[C@@H](CO)C(=O)O (L-serine), C(C)(=O)SCCC(=O)N1[C@H](SC[C@H]1C(=O)O)C1=C(C=CC=C1)O ((2R,4R)-3-(S-acetyl-3-mercaptopropanoyl)-2-(2-hydroxyphenyl)-4-thiazolidinecarboxylic acid), CN1CCOCC1 (N-methylmorpholine). The solvent is C1CCOC1 (THF), C(C)N(CC)CC (triethylamine). The product is C(C)(=O)SCCC(=O)N1[C@H](SC[C@H]1C(=O)N[C@@H](CO)C(=O)O)C1=C(C=CC=C1)O ((2S)-N-[(2R,4R)-[3-(S-Acetyl-3-mercaptopropanoyl)-2-(2-hydroxyphenyl)-4-thiazolidinyl]carbonyl]serine). Yield: 81.5%. RXN SMILES: [C:1]([S:4][CH2:5][CH2:6][C:7]([N:9]1[C@H:13]([C:14]([OH:16])=O)[CH2:12][S:11][C@@H:10]1[C:17]1[CH:22]=[CH:21][CH:20]=[CH:19][C:18]=1[OH:23])=[O:8])(=[O:3])[CH3:2].CN1CCOCC1.C(Cl)(=O)OCC(C)C.[NH2:39][C@H:40]([C:43]([OH:45])=[O:44])[CH2:41][OH:42]>C(N(CC)CC)C.C1COCC1>[C:1]([S:4][CH2:5][CH2:6][C:7]([N:9]1[C@H:13]([C:14]([NH:39][C@H:40]([C:43]([OH:45])=[O:44])[CH2:41][OH:42])=[O:16])[CH2:12][S:11][C@@H:10]1[C:17]1[CH:22]=[CH:21][CH:20]=[CH:19][C:18]=1[OH:23])=[O:8])(=[O:3])[CH3:2]. Procedure: The suspension of mixed anhydride is prepared by using 3.55 g of (2R,4R)-3-(S-acetyl-3-mercaptopropanoyl)-2-(2-hydroxyphenyl)-4-thiazolidinecarboxylic acid, 1.0 g of N-methylmorpholine, 1.4 g of isobutyl chlorocarbonate and 60 ml of THF in the same manner as Example 1. To the suspension 20 ml of the aqueous solution of 2.1 g of L-serine and 2.0 g of triethylamine is added. The mixture is stirred under ice-cooling for 30 minutes and at room temperature for an additional 1 hour. After removing THF...